This data is from the Open Reaction Database (ORD), a public repository of structured organic reaction records. The task is: describe an organic reaction: reactants, conditions, products, and yield The reactants are N[C@H](CO)C ((S)-2-aminopropan-1-ol), Cl.N[C@H](CO)C1=CC(=C(C=C1)OC)F ((S)-2-Amino-2-(3-fluoro-4-methoxyphenyl)ethanol hydrochloride), NC1COCC1 (3-amino-tetrahydrofuran), Cl.FC=1C=C(C=CC1OC)[C@H](N)C=1C=NN(C1)C ((S)-(3-fluoro-4-methoxy-phenyl)-(1-methylpyrazol-4-yl)methanamine hydrochloride). Yields the product FC=1C=C(C=CC1OC)[C@@H](CO)NC(=O)C=1C=C2C=C(N=CC2=CC1)NC1COCC1 (N—((S)-1-(3-Fluoro-4-methoxyphenyl)-2-hydroxyethyl)-3-(tetrahydrofuran-3-ylamino)isoquinoline-6-carboxamide). RXN SMILES: N[C@@H:2]([CH3:5])[CH2:3][OH:4].[NH2:6][CH:7]1[CH2:11][CH2:10][O:9][CH2:8]1.Cl.FC1C=[C:16]([C@@H:22]([C:24]2C=N[N:27]([CH3:29])[CH:28]=2)N)[CH:17]=[CH:18]C=1OC.Cl.[NH2:31][C@@H:32]([C:35]1[CH:40]=[CH:39][C:38]([O:41][CH3:42])=[C:37]([F:43])[CH:36]=1)[CH2:33][OH:34]>>[F:43][C:37]1[CH:36]=[C:35]([C@H:32]([NH:31][C:3]([C:2]2[CH:5]=[C:22]3[C:16](=[CH:17][CH:18]=2)[CH:29]=[N:27][C:28]([NH:6][CH:7]2[CH2:11][CH2:10][O:9][CH2:8]2)=[CH:24]3)=[O:4])[CH2:33][OH:34])[CH:40]=[CH:39][C:38]=1[O:41][CH3:42] |f:2.3,4.5|. Procedure: N—((S)-1-(3-Fluoro-4-methoxyphenyl)-2-hydroxyethyl)-3-(tetrahydrofuran-3-ylamino)isoquinoline-6-carboxamide (II-26) was prepared analogously except in step 2, (S)-2-aminopropan-1-ol was replaced with 3-amino-tetrahydrofuran and in step 5, (S)-(3-fluoro-4-methoxy-phenyl)-(1-methylpyrazol-4-yl)methanamine hydrochloride was replaced with (S)-2-amino-2-(3-fluoro-4-methoxyphenyl)ethanol hydrochloride (62d) 1H NMR (500 MHz, CD3OD) δ 8.89 (s, 1H), 8.09 (s, 1H), 7.89 (d, J=8.5 Hz, 1H), 7.59 (d, J=6.5 Hz... Starting materials: FC(OC1=CC2=C(NC(=N2)SCC2=NC=CC(=C2OC)OC)C=C1)F (5-(difluoromethoxy)-2-[[(3,4-dimethoxy-2-pyridinyl) methyl]thio]-1H-benzimidazole), Cl (HCl), [OH-].[Na+] (NaOH), [O-]Cl.[Na+] (NaOCl). Reagents/catalysts: S(=O)(=O)([O-])S(=O)[O-].[Na+].[Na+] (sodium metabisulfite). Solvent: C(C)#N (acetonitrile), O (water). Conditions: temperature 5 celsius, time 40 minute. The product is COC=1C=CN=C(C1OC)C[S+](C=2NC=3C=CC(=CC3N2)OC(F)F)[O-] (pantoprazole). The yield is 66.0%. As a reaction SMILES: [F:1][CH:2]([F:25])[O:3][C:4]1[CH:24]=[CH:23][C:7]2[NH:8][C:9]([S:11][CH2:12][C:13]3[C:18]([O:19][CH3:20])=[C:17]([O:21][CH3:22])[CH:16]=[CH:15][N:14]=3)=[N:10][C:6]=2[CH:5]=1.[OH-:26].[Na+].[O-]Cl.[Na+].Cl>S(S([O-])=O)([O-])(=O)=O.[Na+].[Na+].O.C(#N)C>[CH3:22][O:21][C:17]1[CH:16]=[CH:15][N:14]=[C:13]([CH2:12][S+:11]([O-:26])[C:9]2[NH:8][C:7]3[CH:23]=[CH:24][C:4]([O:3][CH:2]([F:1])[F:25])=[CH:5][C:6]=3[N:10]=2)[C:18]=1[O:19][CH3:20] |f:1.2,3.4,6.7.8|. Reported procedure: A 1 L flat bottom flask equipped with a stirrer is charged with acetonitrile (0.6 L). Under mixing compound VI (200 g) is added, followed by water (0.2 L), and NaOH pellets (88 g, 4.0 eq.). The flask is cooled to 5° C. Aqueous 9.4% active NaOCl (540 g, d=1.16, 1.25 eq.) is added dropwise over 40 min. The two-phase mixture is then stirred at room temperature for 40 min at 10° C. Solid Na2S2O5 (6.6 g) is then added, and the mixture is stirred for another 0.5 h. The work up is finished by adjusting... Reactants: BrB(Br)Br, CCOC(C)=O, CCOc1noc2cc(OC)ccc12, CCCCCC, [Cl-], ClCCl, [Na+], [Na+], O=C([O-])O, O, c1ccc2oncc2c1. Product: CCOc1noc2cc(O)ccc12. RXN SMILES: [B:1]([Br:2])([Br:3])[Br:4].[C:39]([O:40][CH2:41][CH3:42])(=[O:43])[CH3:44].[CH2:14]([CH3:15])[O:16][c:17]1[n:18][o:19][c:20]2[c:21]1[cH:22][cH:23][c:24]([O:26][CH3:27])[cH:25]2.[CH3:45][CH2:46][CH2:47][CH2:48][CH2:49][CH3:50].[Cl-:33].[Cl:35][CH2:36][Cl:37].[Na+:32].[Na+:34].[O-:28][C:29]([OH:30])=[O:31].[OH2:38].[o:5]1[c:6]2[cH:7][cH:8][cH:9][cH:10][c:11]2[cH:12][n:13]1>>[CH2:14]([CH3:15])[O:16][c:17]1[n:18][o:19][c:20]2[c:21]1[cH:22][cH:23][c:24]([OH:26])[cH:25]2. Starting materials: C(CCCCCCCC)C1=C(C=CC=C1)O (Ortho-n-nonyl-phenol), C1(=CC=CC=C1)O (phenol). Yields the product C(CCCCCCCC)C1=C(C=CC=C1O)C1(C2=CC=CC=C2C=2C=CCC(C12)=O)C1=C(C(=CC=C1)O)CCCCCCCCC (9,9-bis (2-n-nonyl-hydroxyl phenyl) fluorenone). Reaction SMILES: [CH2:1]([C:10]1[CH:15]=[CH:14][CH:13]=[CH:12][C:11]=1[OH:16])[CH2:2][CH2:3][CH2:4][CH2:5][CH2:6][CH2:7][CH2:8][CH3:9].[C:17]1([OH:23])[CH:22]=[CH:21][CH:20]=[CH:19][CH:18]=1>>[CH2:1]([C:10]1[C:11]([OH:16])=[CH:12][CH:13]=[CH:14][C:15]=1[C:1]1([C:15]2[CH:14]=[CH:13][CH:12]=[C:11]([OH:16])[C:10]=2[CH2:1][CH2:2][CH2:3][CH2:4][CH2:5][CH2:6][CH2:7][CH2:8][CH3:9])[C:22]2[C:17](=[O:23])[CH2:18][CH:19]=[CH:20][C:21]=2[C:15]2[C:10]1=[CH:11][CH:12]=[CH:13][CH:14]=2)[CH2:2][CH2:3][CH2:4][CH2:5][CH2:6][CH2:7][CH2:8][CH3:9]. Reported procedure: Ortho-n-nonyl-phenol should be substituted for the phenol of Example 8 in this Example and the procedure of Example 8 should be followed in this Example to obtain the product herein. Starting materials: [N+](=O)([O-])C1=NNC=C1 (3-nitro-1H-pyrazole), C([O-])([O-])=O.[K+].[K+] (potassium carbonate), BrC1=CC(=C(C=C1)C)C (4-bromo-1,2-dimethylbenzene), N1[C@H](C(=O)O)CCC1 (L-proline). Reagents/catalysts: [Cu]I (CuI). Solvent: CS(=O)C (DMSO), O (water). Run at temperature 85 celsius, time 8 hour. Yields the product CC=1C=C(C=CC1C)N1N=C(C=C1)[N+](=O)[O-] (1-(3,4-dimethylphenyl)-3-nitro-1H-pyrazole). The yield is 8.7%. RXN SMILES: [N+:1]([C:4]1[CH:8]=[CH:7][NH:6][N:5]=1)([O-:3])=[O:2].Br[C:10]1[CH:15]=[CH:14][C:13]([CH3:16])=[C:12]([CH3:17])[CH:11]=1.N1CCC[C@H]1C(O)=O.C(=O)([O-])[O-].[K+].[K+]>CS(C)=O.O.[Cu]I>[CH3:17][C:12]1[CH:11]=[C:10]([N:6]2[CH:7]=[CH:8][C:4]([N+:1]([O-:3])=[O:2])=[N:5]2)[CH:15]=[CH:14][C:13]=1[CH3:16] |f:3.4.5|. Procedure details: Into a 250-mL round bottom flask purged and maintained with an inert atmosphere of nitrogen, was placed a solution of 3-nitro-1H-pyrazole (6 g, 53.10 mmol, 1.00 equiv) in DMSO (80 mL), 4-bromo-1,2-dimethylbenzene (11.8 g, 64.13 mmol, 1.21 equiv), CuI (1.6 g, 8.42 mmol, 0.16 equiv), L-proline (1 g, 8.70 mmol, 0.16 equiv), and potassium carbonate (14.6 g, 105.80 mmol, 1.99 equiv). The resulting solution was stirred overnight at 85° C. in an oil bath. The reaction progress was monitored by LCMS. Th... Reactants: [N+](=O)([O-])C1=CC=C(CCl)C=C1 (4-Nitrobenzyl chloride), C1(=CC=C(C=C1)S(=O)[O-])C.[Na+] (sodium p-toluenesulfinate), [K+].[Br-] (KBr). Solvent: O (water), CN(C)C=O (DMF). Run at time 18 hour. Yields the product CC1=CC=C(C=C1)S(=O)(=O)CC1=CC=C(C=C1)[N+](=O)[O-] (4-Methyl-1-[[[4-Nitrophenyl]methyl]sulfonyl] benzene). Reaction SMILES: [N+:1]([C:4]1[CH:11]=[CH:10][C:7]([CH2:8]Cl)=[CH:6][CH:5]=1)([O-:3])=[O:2].[C:12]1([CH3:21])[CH:17]=[CH:16][C:15]([S:18]([O-:20])=[O:19])=[CH:14][CH:13]=1.[Na+].[K+].[Br-]>CN(C=O)C.O>[CH3:21][C:12]1[CH:17]=[CH:16][C:15]([S:18]([CH2:8][C:7]2[CH:10]=[CH:11][C:4]([N+:1]([O-:3])=[O:2])=[CH:5][CH:6]=2)(=[O:20])=[O:19])=[CH:14][CH:13]=1 |f:1.2,3.4|. Procedure details: 4-Nitrobenzyl chloride (5.0 g, 29.1 mmole) and sodium p-toluenesulfinate (6.8 g, 37.9 mmole) were dissolved in 50 mL of dry DMF. The mixture was stirred at about 23° for about 18 hours then diluted with water. The sulfone crystallized from the aqueous mixture and was filtered. The sulfone was purified by recrystallization from ethanol to give a pale yellow crystalline solid, mp 188°-190° (7.6 g, 25.9 mmole, 89%): IR (KBr) 2994, 1598, 1514, 1490, 1342, 1312, 1304, 1148, 824 cm-1 ; 1H NMR (CDCl3) ...